From a dataset of the Open Reaction Database (ORD), a public repository of structured organic reaction records. describe an organic reaction: reactants, conditions, products, and yield The reactants are CCCC(=O)OCC1CO1, CC(=O)Oc1cccc(I)c1OC(C)=O, O=C([O-])[O-], CC1(C)CCCC(C)(C)N1O, CC#N, [Na+], [Na+], O=C1OC(CO)CN1c1ccc2c(c1)OCCO2, O. Reaction SMILES: [C:19]([O:20][CH2:21][CH:22]1[O:24][CH2:25]1)(=[O:23])[CH2:26][CH2:27][CH3:28].[C:29]([O:30][c:31]1[c:32]([O:33][C:34](=[O:35])[CH3:36])[c:37]([I:38])[cH:39][cH:40][cH:41]1)(=[O:42])[CH3:43].[C:55](=[O:56])([O-:57])[O-:58].[CH3:44][C:45]1([CH3:54])[N:46]([O:47])[C:48]([CH3:49])([CH3:50])[CH2:51][CH2:52][CH2:53]1.[CH3:62][C:63]#[N:64].[Na+:59].[Na+:60].[O:1]1[CH2:2][CH2:3][O:4][c:5]2[c:6]1[cH:7][cH:8][c:9]([N:11]1[C:12](=[O:18])[O:13][CH:14]([CH2:16][OH:17])[CH2:15]1)[cH:10]2.[OH2:61]>>[O:1]1[CH2:2][CH2:3][O:4][c:5]2[c:6]1[cH:7][cH:8][c:9]([N:11]1[C:12](=[O:18])[O:13][CH:14]([C:16](=[O:17])[OH:23])[CH2:15]1)[cH:10]2. Product: O=C(O)C1CN(c2ccc3c(c2)OCCO3)C(=O)O1. The reactants are ClC1=CC=C(C=C1)C(C#N)(CC)CC (2-(4-Chlorophenyl)-2-ethylbutyronitrile), [OH-].[K+] (potassium hydroxide), O (water). The solvent is C(CCCC)O (pentan-1-ol). Product: ClC1=CC=C(C=C1)C(C(=O)N)(CC)CC (2-(4-chlorophenyl)-2-ethylbutyramide). RXN SMILES: [Cl:1][C:2]1[CH:7]=[CH:6][C:5]([C:8]([CH2:13][CH3:14])([CH2:11][CH3:12])[C:9]#[N:10])=[CH:4][CH:3]=1.[OH-:15].[K+].O>C(O)CCCC>[Cl:1][C:2]1[CH:3]=[CH:4][C:5]([C:8]([CH2:13][CH3:14])([CH2:11][CH3:12])[C:9]([NH2:10])=[O:15])=[CH:6][CH:7]=1 |f:1.2|. Reported procedure: 2-(4-Chlorophenyl)-2-ethylbutyronitrile (104.9 g) was added to a boiling solution of potassium hydroxide (40.3 g) in pentan-1-ol (450 ml) with stirring. The mixture was boiled under reflux for 24 hours. The mixture was cooled and poured into an equal volume of water. The mixture was washed with ether and then the aqueous layer was extracted with dichloromethane to give an oil which solidified on standing. The solid was triturated with cyclohexane and filtered to give 2-(4-chlorophenyl)-2-ethylbu... Reactants: C(C)(=O)OCC (ethyl acetate), CC(C)([O-])C.[K+] (potassium t-butoxide), C(CC)C=1NC(=C(N1)C(C(C)(C)C)=O)C#N (2-propyl-4-pivaloylimidazole-5-carbonitrile), C(C1=CC=CC=C1)(C1=CC=CC=C1)(C1=CC=CC=C1)N1N=NN=C1C1=C(C=CC=C1)C1=CC=C(CBr)C=C1 (4-[2-(trityltetrazol-5-yl)phenyl]benzyl bromide). Run in O (water), CN(C(C)=O)C (N,N-dimethylacetamide). Run at time 10 minute. Product: C(CC)C=1N(C(=C(N1)C(C(C)(C)C)=O)C#N)CC1=CC=C(C=C1)C1=C(C=CC=C1)C1=NN=NN1C(C1=CC=CC=C1)(C1=CC=CC=C1)C1=CC=CC=C1 (2-Propyl-4-pivaloyl-1-{4-[2-(trityltetrazol-5-yl)phenyl]phenyl}methylimidazole-5-carbonitrile). Yield: 85.7%. As a reaction SMILES: CC(C)([O-])C.[K+].[CH2:7]([C:10]1[NH:11][C:12]([C:21]#[N:22])=[C:13]([C:15](=[O:20])[C:16]([CH3:19])([CH3:18])[CH3:17])[N:14]=1)[CH2:8][CH3:9].[C:23]([N:42]1[C:46]([C:47]2[CH:52]=[CH:51][CH:50]=[CH:49][C:48]=2[C:53]2[CH:60]=[CH:59][C:56]([CH2:57]Br)=[CH:55][CH:54]=2)=[N:45][N:44]=[N:43]1)([C:36]1[CH:41]=[CH:40][CH:39]=[CH:38][CH:37]=1)([C:30]1[CH:35]=[CH:34][CH:33]=[CH:32][CH:31]=1)[C:24]1[CH:29]=[CH:28][CH:27]=[CH:26][CH:25]=1.C(OCC)(=O)C>CN(C)C(=O)C.O>[CH2:7]([C:10]1[N:11]([CH2:57][C:56]2[CH:55]=[CH:54][C:53]([C:48]3[CH:49]=[CH:50][CH:51]=[CH:52][C:47]=3[C:46]3[N:42]([C:23]([C:36]4[CH:41]=[CH:40][CH:39]=[CH:38][CH:37]=4)([C:30]4[CH:31]=[CH:32][CH:33]=[CH:34][CH:35]=4)[C:24]4[CH:29]=[CH:28][CH:27]=[CH:26][CH:25]=4)[N:43]=[N:44][N:45]=3)=[CH:60][CH:59]=2)[C:12]([C:21]#[N:22])=[C:13]([C:15](=[O:20])[C:16]([CH3:17])([CH3:19])[CH3:18])[N:14]=1)[CH2:8][CH3:9] |f:0.1|. Procedure: 1.08 g of potassium t-butoxide was added, whilst ice-cooling, to a solution of 2.00 g of 2-propyl-4-pivaloylimidazole-5-carbonitrile (prepared as described in Preparation 41) in 20 ml of N,N-dimethylacetamide, and the resulting mixture was stirred at same temperature for 10 minutes. 6.10 g of 4-[2-(trityltetrazol-5-yl)phenyl]benzyl bromide were then added to the solution, and the resulting mixture was stirred at 50° C. for 4 hours. At the end of this time, ethyl acetate and water were added to t... The reactants are NC1=CC=C(C2=NC3=CC=CC=C3C=C12)C (1-amino-4-methylacridine), C(C)(=O)CC(C)=O (acetylacetone), OS(=O)(=O)O (H2SO4), compound 14, pyridoacridines, compound 14, 1-acetyl-2,6-dimethylpyrido[2,3,4-k,l]acridine. Solvent: C(CCCC)O (amylalcohol). The product is NC1=CC=C(C2=NC3=CC=CC=C3C=C12)C (1-amino-4-methylacridine), C1(CCCCC1)=O (cyclohexanone), C(C)(=O)CC(C)=O (acetylacetone), compound 15. As a reaction SMILES: [NH2:1][C:2]1[C:15]2[C:6](=[N:7][C:8]3[C:13]([CH:14]=2)=[CH:12][CH:11]=[CH:10][CH:9]=3)[C:5]([CH3:16])=[CH:4][CH:3]=1.[C:17]([CH2:20][C:21](=[O:23])[CH3:22])(=[O:19])[CH3:18].OS(O)(=O)=O>C(O)CCCC>[NH2:1][C:2]1[C:15]2[C:6](=[N:7][C:8]3[C:13]([CH:14]=2)=[CH:12][CH:11]=[CH:10][CH:9]=3)[C:5]([CH3:16])=[CH:4][CH:3]=1.[C:21]1(=[O:23])[CH2:22][CH2:2][CH2:18][CH2:17][CH2:20]1.[C:17]([CH2:20][C:21](=[O:23])[CH3:22])(=[O:19])[CH3:18]. Procedure: Compound 11 was reduced with Na(Hg) to 1-amino-4-methylacridine 13 Heating compound 13 with acetylacetone and catalytic amounts of acid gave pure adduct 14, upon chromatography. Specifically, compound 14 was obtained by warming of compound 13 with acetylacetone in amylalcohol with traces of H2SO4 at 130° C. for 1.5hr. The structure of compound 14 C19H16N2O (eims, m/z 288, 100%) 1-acetyl-2,6-dimethylpyrido[2,3,4-k,l]acridine was elucidated mainly from its NMR data, by comparison of the chemical s... Starting materials: C1CCOC1 (THF), B (borane), C1CCOC1 (THF), COC1=CC=C(C(=O)N(C)C2=CC=C(C(=O)O)C=C2)C=C1 (4-[N-(4-methoxybenzoyl)-N-methylamino]benzoic acid), Cl (hydrochloric acid). Solvent: O (water). Run at time 15 minute. The product is OCC1=CC=C(C=C1)N(C(C1=CC=C(C=C1)OC)=O)C (N-[4-(Hydroxymethyl)phenyl]-4-methoxy-N-methylbenzamide). The yield is 71.0%. As a reaction SMILES: C1COCC1.B.[CH3:7][O:8][C:9]1[CH:27]=[CH:26][C:12]([C:13]([N:15]([C:17]2[CH:25]=[CH:24][C:20]([C:21](O)=[O:22])=[CH:19][CH:18]=2)[CH3:16])=[O:14])=[CH:11][CH:10]=1.Cl>O>[OH:22][CH2:21][C:20]1[CH:19]=[CH:18][C:17]([N:15]([CH3:16])[C:13](=[O:14])[C:12]2[CH:26]=[CH:27][C:9]([O:8][CH3:7])=[CH:10][CH:11]=2)=[CH:25][CH:24]=1. Procedure: THF solution (1M, 16 ml) of borane was added dropwise to THF solution (10 ml) of 4-[N-(4-methoxybenzoyl)-N-methylamino]benzoic acid (1.14 g) under ice-cooling, which was stirred for 15 minutes, and then stirred at room temperature for 1 hour. After water was added to the reaction mixture, 1N hydrochloric acid was further added, and extraction was conducted using ethyl acetate. The organic layer was washed with water and saturated sodium bicarbonate, and saturated aqueous sodium chloride solution... The reactants are O=C1C(=O)N(Cc2cccc(F)c2)c2cccc(Br)c21, O=C([O-])[O-], CC(C)(C)OC(=O)N1CCNCC1, CC(C)(C)O, CC(C)c1cc(C(C)C)c(-c2ccccc2P(C2CCCCC2)C2CCCCC2)c(C(C)C)c1, [K+], [K+], O=C(C=Cc1ccccc1)C=Cc1ccccc1, O=C(C=Cc1ccccc1)C=Cc1ccccc1, O=C(C=Cc1ccccc1)C=Cc1ccccc1, [Pd], [Pd]. Product: CC(C)(C)OC(=O)N1CCN(c2cccc3c2C(=O)C(=O)N3Cc2cccc(F)c2)CC1. As a reaction SMILES: [Br:1][c:2]1[c:3]2[c:7]([cH:8][cH:9][cH:10]1)[N:6]([CH2:11][c:12]1[cH:13][c:14]([F:18])[cH:15][cH:16][cH:17]1)[C:5](=[O:19])[C:4]2=[O:20].[C:55](=[O:56])([O-:57])[O-:58].[C:61](=[O:62])([O:63][C:64]([CH3:65])([CH3:66])[CH3:67])[N:68]1[CH2:69][CH2:70][NH:71][CH2:72][CH2:73]1.[CH3:74][C:75]([OH:76])([CH3:77])[CH3:78].[CH:21]1([P:22]([CH:23]2[CH2:24][CH2:25][CH2:26][CH2:27][CH2:28]2)[c:29]2[cH:30][cH:31][cH:32][cH:33][c:34]2-[c:35]2[c:36]([CH:37]([CH3:38])[CH3:39])[cH:40][c:41]([CH:42]([CH3:43])[CH3:44])[cH:45][c:46]2[CH:47]([CH3:48])[CH3:49])[CH2:50][CH2:51][CH2:52][CH2:53][CH2:54]1.[K+:59].[K+:60].[O:117]=[C:118]([CH:119]=[CH:120][c:121]1[cH:122][cH:123][cH:124][cH:125][cH:126]1)[CH:127]=[CH:128][c:129]1[cH:130][cH:131][cH:132][cH:133][cH:134]1.[O:81]=[C:82]([CH:83]=[CH:84][c:85]1[cH:86][cH:87][cH:88][cH:89][cH:90]1)[CH:91]=[CH:92][c:93]1[cH:94][cH:95][cH:96][cH:97][cH:98]1.[O:99]=[C:100]([CH:101]=[CH:102][c:103]1[cH:104][cH:105][cH:106][cH:107][cH:108]1)[CH:109]=[CH:110][c:111]1[cH:112][cH:113][cH:114][cH:115][cH:116]1.[Pd:79].[Pd:80]>>[c:2]1([N:71]2[CH2:70][CH2:69][N:68]([C:61](=[O:62])[O:63][C:64]([CH3:65])([CH3:66])[CH3:67])[CH2:73][CH2:72]2)[c:3]2[c:7]([cH:8][cH:9][cH:10]1)[N:6]([CH2:11][c:12]1[cH:13][c:14]([F:18])[cH:15][cH:16][cH:17]1)[C:5](=[O:19])[C:4]2=[O:20].